describe an organic reaction: reactants, conditions, products, and yield From a dataset of the Open Reaction Database (ORD), a public repository of structured organic reaction records. Starting materials: CC1(C)OB(c2cnc(N)nc2)OC1(C)C, CC#N, CS(=O)(=O)N1CCN(Cc2cc3c(N4CCOCC4)nc(Cl)nc3o2)CC1, [K+], CC(=O)[O-], Cl[Pd]Cl, c1ccc(P(c2ccccc2)c2ccccc2)cc1, c1ccc(P(c2ccccc2)c2ccccc2)cc1. Yields the product CS(=O)(=O)N1CCN(Cc2cc3c(N4CCOCC4)nc(-c4cnc(N)nc4)nc3o2)CC1. RXN SMILES: [CH3:28][C:29]1([CH3:30])[C:31]([CH3:32])([CH3:33])[O:34][B:35]([c:36]2[cH:37][n:38][c:39]([NH2:42])[n:40][cH:41]2)[O:43]1.[CH3:49][C:50]#[N:51].[Cl:1][c:2]1[n:3][c:4]([N:22]2[CH2:23][CH2:24][O:25][CH2:26][CH2:27]2)[c:5]2[c:6]([n:7]1)[o:8][c:9]([CH2:11][N:12]1[CH2:13][CH2:14][N:15]([S:18](=[O:19])(=[O:20])[CH3:21])[CH2:16][CH2:17]1)[cH:10]2.[K+:48].[O-:44][C:45]([CH3:46])=[O:47].[Pd:52]([Cl:53])[Cl:54].[c:55]1([P:56]([c:57]2[cH:58][cH:59][cH:60][cH:61][cH:62]2)[c:63]2[cH:64][cH:65][cH:66][cH:67][cH:68]2)[cH:69][cH:70][cH:71][cH:72][cH:73]1.[c:74]1([P:75]([c:76]2[cH:77][cH:78][cH:79][cH:80][cH:81]2)[c:82]2[cH:83][cH:84][cH:85][cH:86][cH:87]2)[cH:88][cH:89][cH:90][cH:91][cH:92]1>>[c:2]1(-[c:36]2[cH:37][n:38][c:39]([NH2:42])[n:40][cH:41]2)[n:3][c:4]([N:22]2[CH2:23][CH2:24][O:25][CH2:26][CH2:27]2)[c:5]2[c:6]([n:7]1)[o:8][c:9]([CH2:11][N:12]1[CH2:13][CH2:14][N:15]([S:18](=[O:19])(=[O:20])[CH3:21])[CH2:16][CH2:17]1)[cH:10]2. Solvent: C(C)#N (acetonitrile). Reported procedure: A mixture of 4-nitrophenyl 4-(4-cyanophenyl)-2,5-dioxo-1-(3-(trifluoromethyl)phenyl)-1,2,5,6,7,8-hexahydroquinazoline-3(4H)-carboxylate (intermediate 37, 51 mg, 8 μmol) and dimethylamine (2.0 M in tetrahydrofuran, 220 μL, 440 μmol) in acetonitrile (1.5 mL) is stirred at room temperature for 30 h and purified by preparative HPLC (Waters Xbridge™-C18, gradient of acetonitrile in water, 0.1% NH3). Yield: 14 mg; ESI mass spectrum [M+H]+=483; Retention time HPLC: 1.03 min (Z018_S04). Reaction conditions: time 30 hour. Reaction SMILES: [C:1]([C:3]1[CH:8]=[CH:7][C:6]([CH:9]2[C:18]3[C:17](=[O:19])[CH2:16][CH2:15][CH2:14][C:13]=3[N:12]([C:20]3[CH:25]=[CH:24][CH:23]=[C:22]([C:26]([F:29])([F:28])[F:27])[CH:21]=3)[C:11](=[O:30])[N:10]2[C:31]([O:33]C2C=CC([N+]([O-])=O)=CC=2)=O)=[CH:5][CH:4]=1)#[N:2].[CH3:43][NH:44][CH3:45]>C(#N)C>[C:1]([C:3]1[CH:8]=[CH:7][C:6]([CH:9]2[C:18]3[C:17](=[O:19])[CH2:16][CH2:15][CH2:14][C:13]=3[N:12]([C:20]3[CH:25]=[CH:24][CH:23]=[C:22]([C:26]([F:27])([F:28])[F:29])[CH:21]=3)[C:11](=[O:30])[N:10]2[C:31]([N:44]([CH3:45])[CH3:43])=[O:33])=[CH:5][CH:4]=1)#[N:2]. Product: C(#N)C1=CC=C(C=C1)C1N(C(N(C=2CCCC(C12)=O)C1=CC(=CC=C1)C(F)(F)F)=O)C(=O)N(C)C (4-(4-Cyanophenyl)-N,N-dimethyl-2,5-dioxo-1-(3-(trifluoromethyl)phenyl)-1,2,5,6,7,8-hexahydroquinazoline-3(4H)-carboxamide). The reactants are C(#N)C1=CC=C(C=C1)C1N(C(N(C=2CCCC(C12)=O)C1=CC(=CC=C1)C(F)(F)F)=O)C(=O)OC1=CC=C(C=C1)[N+](=O)[O-] (4-nitrophenyl 4-(4-cyanophenyl)-2,5-dioxo-1-(3-(trifluoromethyl)phenyl)1,2,5,6,7,8-hexahydroquinazoline-3(4H)-carboxylate), C(#N)C1=CC=C(C=C1)C1N(C(N(C=2CCCC(C12)=O)C1=CC(=CC=C1)C(F)(F)F)=O)C(=O)OC1=CC=C(C=C1)[N+](=O)[O-] (4-nitrophenyl 4-(4-cyanophenyl)-2,5-dioxo-1-(3-(trifluoromethyl)phenyl)1,2,5,6,7,8-hexahydroquinazoline-3(4H)-carboxylate), CNC (dimethylamine). Yields the product C(C)OC(C(=CC(CC=C)(C)C)C#N)=O (2-Cyano-4,4-dimethyl-hepta-2,6-dienoic acid ethyl ester). The reactants are CC(C=O)(CC=C)C (2,2-dimethyl-pent-4-enal), C(C)OC(CC#N)=O (cyano-acetic acid ethyl ester), N1CCCCC1 (piperidine), C(C)(=O)O (acetic acid). Procedure details: A solution of 2,2-dimethyl-pent-4-enal (5.0 g, 44 mmol), cyano-acetic acid ethyl ester (5.12 mL, 48 mmol), piperidine (1.3 mL, 14 mmol) and acetic acid (4.52 mL, 80 mmol) in 170 mL of toluene was heated under reflux for 18 hours in a flask equipped with a Dean-Stark separator. Several mL of water was collected in the trap. The reaction was cooled and washed with 1N HCl, NaHCO3 and brine, successively. The organic layers were dried over Na2SO4 and concentrated to an oil. This oil was chromatograp... As a reaction SMILES: [CH3:1][C:2]([CH3:8])([CH2:5][CH:6]=[CH2:7])[CH:3]=O.[CH2:9]([O:11][C:12](=[O:16])[CH2:13][C:14]#[N:15])[CH3:10].N1CCCCC1.C(O)(=O)C>C1(C)C=CC=CC=1>[CH2:9]([O:11][C:12](=[O:16])[C:13]([C:14]#[N:15])=[CH:1][C:2]([CH3:8])([CH3:3])[CH2:5][CH:6]=[CH2:7])[CH3:10]. The solvent is C1(=CC=CC=C1)C (toluene). Reaction SMILES: [Cl:1][C:2]1[CH:7]=[CH:6][C:5]([C:8]2(C(O)=O)[CH2:10][CH2:9]2)=[CH:4][CH:3]=1.C1(P([N:28]=[N+]=[N-])(C2C=CC=CC=2)=O)C=CC=CC=1.Cl.[CH3:32][O:33][C:34](=[O:40])[CH:35]([CH:37]([CH3:39])[CH3:38])[NH2:36].[OH-].[Na+].C([O:46][CH2:47]C)(=O)C>C1C=CC=CC=1.C(N(CC)CC)C>[CH3:32][O:33][C:34](=[O:40])[CH:35]([NH:36][C:47]([NH:28][C:8]1([C:5]2[CH:4]=[CH:3][C:2]([Cl:1])=[CH:7][CH:6]=2)[CH2:9][CH2:10]1)=[O:46])[CH:37]([CH3:39])[CH3:38] |f:2.3,4.5|. Conditions: temperature 90 celsius, time 2 hour. Solvent: C1=CC=CC=C1 (benzene), C(C)N(CC)CC (triethylamine). Reactants: [OH-].[Na+] (NaOH), C(C)(=O)OCC (ethyl acetate), ClC1=CC=C(C=C1)C1(CC1)C(=O)O (1-(4-Chlorophenyl)-1-cyclopropane carboxylic acid), Cl.COC(C(N)C(C)C)=O (D,L-valine methyl ester hydrochloride), C1(=CC=CC=C1)P(=O)(C1=CC=CC=C1)N=[N+]=[N-] (diphenylphosphoryl azide). Procedure: To a suspension of 1-(4-Chlorophenyl)-1-cyclopropane carboxylic acid (400 mg) in benzene (8 mL) was added triethylamine (0.23 mL) and diphenylphosphoryl azide (0.44 mL) over 5 minutes under argon. The mixture was the allowed to stir at 90° C. for 2 hours. D,L-valine methyl ester hydrochloride was added in one portion and stirring was continued at 90° C. for 20 hours. The mixture was cooled and added to ethyl acetate and 1 M NaOH. The layers were separated and the organic phase was washed with br... Yields the product COC(C(C(C)C)NC(=O)NC1(CC1)C1=CC=C(C=C1)Cl)=O (2-{3-[1-(4-chloro-phenyl)-cyclopropyl]-ureido}-3-methyl-butyric acid methyl ester). Starting materials: ClCC=1C=C(C(=O)NC2=C(C=C(C=C2)N2CCCCC2)C=2C=C(C(=O)NCC3=CC(=CC=C3)C(F)(F)F)C=CN2)C=CC1 (2-(2-(3-(chloromethyl)benzamido)-5-(piperidin-1-yl)phenyl)-N-(3-(trifluoromethyl)benzyl)-isonicotinamide), N1CCC(CC1)CCO (2-(piperidin-4-yl)ethanol), C(=O)([O-])[O-].[K+].[K+] (K2CO3). The solvent is CN(C)C=O (DMF). Conditions: time 12 hour. Product: OCCC1CCN(CC1)CC=1C=C(C(=O)NC2=C(C=C(C=C2)N2CCCCC2)C=2C=C(C(=O)NCC3=CC(=CC=C3)C(F)(F)F)C=CN2)C=CC1 (2-(2-(3-((4-(2-Hydroxyethyl)piperidin-1-yl)methyl)benzamido)-5-(piperidin-1-yl)phenyl)-N-(3-(trifluoromethyl)benzyl)isonicotinamide). RXN SMILES: Cl[CH2:2][C:3]1[CH:4]=[C:5]([CH:41]=[CH:42][CH:43]=1)[C:6]([NH:8][C:9]1[CH:14]=[CH:13][C:12]([N:15]2[CH2:20][CH2:19][CH2:18][CH2:17][CH2:16]2)=[CH:11][C:10]=1[C:21]1[CH:22]=[C:23]([CH:38]=[CH:39][N:40]=1)[C:24]([NH:26][CH2:27][C:28]1[CH:33]=[CH:32][CH:31]=[C:30]([C:34]([F:37])([F:36])[F:35])[CH:29]=1)=[O:25])=[O:7].[NH:44]1[CH2:49][CH2:48][CH:47]([CH2:50][CH2:51][OH:52])[CH2:46][CH2:45]1.C([O-])([O-])=O.[K+].[K+]>CN(C=O)C>[OH:52][CH2:51][CH2:50][CH:47]1[CH2:48][CH2:49][N:44]([CH2:2][C:3]2[CH:4]=[C:5]([CH:41]=[CH:42][CH:43]=2)[C:6]([NH:8][C:9]2[CH:14]=[CH:13][C:12]([N:15]3[CH2:20][CH2:19][CH2:18][CH2:17][CH2:16]3)=[CH:11][C:10]=2[C:21]2[CH:22]=[C:23]([CH:38]=[CH:39][N:40]=2)[C:24]([NH:26][CH2:27][C:28]2[CH:33]=[CH:32][CH:31]=[C:30]([C:34]([F:37])([F:36])[F:35])[CH:29]=2)=[O:25])=[O:7])[CH2:45][CH2:46]1 |f:2.3.4|. Procedure: A mixture of 20 mg of 2-(2-(3-(chloromethyl)benzamido)-5-(piperidin-1-yl)phenyl)-N-(3-(trifluoromethyl)benzyl)isonicotinamide 8.1a, 5.2 mg of 2-(piperidin-4-yl)ethanol, and 9.1 mg of K2CO3 in 2 mL of DMF was stirred for 12 h. The product was isolated by reverse phase chromatography eluting with 0.05% TFA in a water/acetonitrile gradient. MS (ES, m/z) 700.27 [M+H]+. Solvent: C1CCOC1.CO (THF methanol). Reactants: C(CC)OCCOC1=CC=C(COC=2C=CC3=C(C=C(CCS3(=O)=O)C(=O)OC)C2)C=C1 (methyl 7-[[4-(2-propoxyethoxy)benzyl]oxy]-1,1-dioxo-2,3-dihydro-1-benzothiepine-4-carboxylate), aqueous solution, C([O-])([O-])=O.[K+].[K+] (potassium carbonate). Reported procedure: Into a solution of methyl 7-[[4-(2-propoxyethoxy)benzyl]oxy]-1,1-dioxo-2,3-dihydro-1-benzothiepine-4-carboxylate (0.54 g) in THF-methanol (10-5 ml) was added at room temperature 2.4 ml of a 1 M aqueous solution of potassium carbonate (2.6 mmol), and the resulting mixture was stirred at 65° C. for 20 hours. After cooling to room temperature, the reaction mixture was extracted with ethyl acetate. To the aqueous layer was added 1 N hydrochloric acid (10 ml), and the resulting mixture was extracted ... Reaction conditions: temperature 65 celsius, time 20 hour. Yield: 61.3%. Yields the product C(CC)OCCOC1=CC=C(COC=2C=CC3=C(C=C(CCS3(=O)=O)C(=O)O)C2)C=C1 (7-[[4-(2-propoxyethoxy)benzyl]oxy]-1,1-dioxo-2,3-dihydro-1-benzothiepine-4-carboxylic acid). RXN SMILES: [CH2:1]([O:4][CH2:5][CH2:6][O:7][C:8]1[CH:32]=[CH:31][C:11]([CH2:12][O:13][C:14]2[CH:15]=[CH:16][C:17]3[S:23](=[O:25])(=[O:24])[CH2:22][CH2:21][C:20]([C:26]([O:28]C)=[O:27])=[CH:19][C:18]=3[CH:30]=2)=[CH:10][CH:9]=1)[CH2:2][CH3:3].C(=O)([O-])[O-].[K+].[K+]>C1COCC1.CO>[CH2:1]([O:4][CH2:5][CH2:6][O:7][C:8]1[CH:9]=[CH:10][C:11]([CH2:12][O:13][C:14]2[CH:15]=[CH:16][C:17]3[S:23](=[O:25])(=[O:24])[CH2:22][CH2:21][C:20]([C:26]([OH:28])=[O:27])=[CH:19][C:18]=3[CH:30]=2)=[CH:31][CH:32]=1)[CH2:2][CH3:3] |f:1.2.3,4.5|. Reactants: C(C(O)C)(=O)OCC1=CC=CC=C1 (benzyl lactate), nitrile, N(=NC(=O)OCC)C(=O)OCC (diethyl azodicarboxylate), C(CCCCCCC)OC1=CC(=C(C=C1)C1=NC=C(C=C1)O)F (2-(4-octyloxy-2-fluorophenyl)-5-hydroxypyridine). Procedure: Optically active benzyl lactate is etherified by means of diethyl azodicarboxylate (DEAD)/triphenylphosphine with 2-(4-octyloxy-2-fluorophenyl)-5-hydroxypyridine (prepared in accordance with Example 1) and the benzyl group is then split off hydrogenolytically. The acid so obtained is converted as usual into the nitrile (oxalyl chloride, ammonia, thionyl chloride). Optically active 2-(4-octyloxy-2-fluorophenyl)-5-(1-cyanoethoxy)-pyridine is obtained. Product: C(CCCCCCC)OC1=CC(=C(C=C1)C1=NC=C(C=C1)OC(C)C#N)F (2-(4-octyloxy-2-fluorophenyl)-5-(1-cyanoethoxy)-pyridine). Reaction SMILES: [C:1](OCC1C=CC=CC=1)(=O)[CH:2]([CH3:4])O.[N:14](C(OCC)=O)=NC(OCC)=O.[CH2:26]([O:34][C:35]1[CH:40]=[CH:39][C:38]([C:41]2[CH:46]=[CH:45][C:44]([OH:47])=[CH:43][N:42]=2)=[C:37]([F:48])[CH:36]=1)[CH2:27][CH2:28][CH2:29][CH2:30][CH2:31][CH2:32][CH3:33]>>[CH2:26]([O:34][C:35]1[CH:40]=[CH:39][C:38]([C:41]2[CH:46]=[CH:45][C:44]([O:47][CH:2]([C:1]#[N:14])[CH3:4])=[CH:43][N:42]=2)=[C:37]([F:48])[CH:36]=1)[CH2:27][CH2:28][CH2:29][CH2:30][CH2:31][CH2:32][CH3:33]. Reactants: COC1OC(C=C1)OC (2,5-dimethoxy-2,5-dihydrofuran), NC(C(=O)OCC)CS (ethyl 2-amino-3-mercaptopropanoate). Reagents/catalysts: S(=O)(=O)(C1=CC=C(C)C=C1)Cl (tosyl chloride). Run in C(C)#N (acetonitrile). Conditions: time 1 hour. Product: NC(C(=O)OCC)CSC=1OC=CC1 (Ethyl 2-Amino-3-(2-furanylthio)propanoate). Yield: 31.0%. As a reaction SMILES: CO[CH:3]1[CH:7]=[CH:6][CH:5](OC)[O:4]1.[NH2:10][CH:11]([CH2:17][SH:18])[C:12]([O:14][CH2:15][CH3:16])=[O:13]>C(#N)C.S(Cl)(C1C=CC(C)=CC=1)(=O)=O>[NH2:10][CH:11]([CH2:17][S:18][C:5]1[O:4][CH:3]=[CH:7][CH:6]=1)[C:12]([O:14][CH2:15][CH3:16])=[O:13]. Procedure: To 16.25 g (125 mmol) of 2,5-dimethoxy-2,5-dihydrofuran and 23.20 g (125 mmol) of ethyl 2-amino-3-mercaptopropanoate in 100 ml dry acetonitrile was added approximately 0.15 g of tosyl chloride. The mixture was stirred 1 hour at room temperature under nitrogen during which time complete solution was attained which became very dark. The mixture was concentrated in vacuo, taken up in ethyl acetate, then extracted with aqueous NaHCO3 solution followed by saturated NaCl solution. The organic portion ...